Dataset: the Open Reaction Database (ORD), a public repository of structured organic reaction records. Task: describe an organic reaction: reactants, conditions, products, and yield Starting materials: [Li+].[OH-] (LiOH), solution, C(C#C)Br (propargyl bromide), N[C@@H](CC1=CC=CC=C1)C(=O)OC(C)(C)C (Phe-Ot-Bu). The solvent is CN(C)C=O (DMF), C1(=CC=CC=C1)C (toluene). Conditions: time 20 minute. Yields the product C(C)(C)(C)OC([C@@H](NCC#C)CC1=CC=CC=C1)=O (N-Propargylphenylalanine tert-butyl ester). Isolated yield 82.5%. As a reaction SMILES: [Li+].[OH-].[NH2:3][C@H:4]([C:12]([O:14][C:15]([CH3:18])([CH3:17])[CH3:16])=[O:13])[CH2:5][C:6]1[CH:11]=[CH:10][CH:9]=[CH:8][CH:7]=1.[CH2:19](Br)[C:20]#[CH:21]>CN(C=O)C.C1(C)C=CC=CC=1>[C:15]([O:14][C:12](=[O:13])[C@H:4]([CH2:5][C:6]1[CH:11]=[CH:10][CH:9]=[CH:8][CH:7]=1)[NH:3][CH2:21][C:20]#[CH:19])([CH3:18])([CH3:17])[CH3:16] |f:0.1|. Procedure details: A solution of LiOH (400 mg, 16.7 mmol, 2.15 eq) in dry DMF (44 mL) containing activated 4 Å molecular sieves was stirred vigorously for 20 min, treated with Phe-Ot-Bu*HCl (2 g, 7.76 mmol, 1 eq), stirred for 45 min, treated with a solution 80% propargyl bromide (1.4 mL, 9.4 mmol, 1.21 eq) in toluene, stirred for 16 h and filtered through a pad of Celite™, which was washed with EtOAc (Cho, J. H. and B. M. Kim, Tetrahedron Lett. 2002, 43 1273-1276). The filtrate was washed three times with water, d... Starting materials: [BH4-], COc1c(C=O)sc2ccccc12, CCO, [Na+], BrP(Br)Br. Yields the product COc1c(CBr)sc2ccccc12. As a reaction SMILES: [BH4-:14].[CH3:1][O:2][c:3]1[c:4]([CH:12]=[O:13])[s:5][c:6]2[c:7]1[cH:8][cH:9][cH:10][cH:11]2.[CH3:20][CH2:21][OH:22].[Na+:15].[P:16]([Br:17])([Br:18])[Br:19]>>[CH3:1][O:2][c:3]1[c:4]([CH2:12][Br:17])[s:5][c:6]2[c:7]1[cH:8][cH:9][cH:10][cH:11]2. The reactants are Cc1nc2sccn2c(=O)c1-c1ccc(C(F)(F)F)cc1, CCCOc1c(C=O)cccc1OC, CC[O-], CCO, [Na+]. The product is CCCOc1c(C=Cc2nc3sccn3c(=O)c2-c2ccc(C(F)(F)F)cc2)cccc1OC. Reaction SMILES: [CH3:1][c:2]1[n:3][c:4]2[n:5]([c:6](=[O:18])[c:7]1-[c:8]1[cH:9][cH:10][c:11]([C:14]([F:15])([F:16])[F:17])[cH:12][cH:13]1)[cH:19][cH:20][s:21]2.[CH3:22][O:23][c:24]1[c:25]([O:32][CH2:33][CH2:34][CH3:35])[c:26]([CH:27]=[O:28])[cH:29][cH:30][cH:31]1.[CH3:37][CH2:38][O-:39].[CH3:40][CH2:41][OH:42].[Na+:36]>>[CH:1]([c:2]1[n:3][c:4]2[n:5]([c:6](=[O:18])[c:7]1-[c:8]1[cH:9][cH:10][c:11]([C:14]([F:15])([F:16])[F:17])[cH:12][cH:13]1)[cH:19][cH:20][s:21]2)=[CH:27][c:26]1[c:25]([O:32][CH2:33][CH2:34][CH3:35])[c:24]([O:23][CH3:22])[cH:31][cH:30][cH:29]1. Reactants: C(C)(=O)OCC(C)(C)C1=C(C(=CC(=C1)NC=1SC=CN1)C(C)(C)C)O (2-(2-acetoxy-1,1-dimethylethyl)-6-(1,1-dimethylethyl)-4-(2-thiazolylamino)phenol), C(C)(=O)OC(C)=O (acetic anhydride). Conditions: temperature 100 celsius. Yields the product C(C)(=O)OCC(C)(C)C1=C(C(=CC(=C1)N(C=1SC=CN1)C(C)=O)C(C)(C)C)O (2-(2-acetoxy-1,1-dimethylethyl)-6-(1,1-dimethylethyl)-4-[N-acetyl-N-(2-thiazolyl)amino]phenol). Reaction SMILES: [C:1]([O:4][CH2:5][C:6]([C:9]1[CH:14]=[C:13]([NH:15][C:16]2[S:17][CH:18]=[CH:19][N:20]=2)[CH:12]=[C:11]([C:21]([CH3:24])([CH3:23])[CH3:22])[C:10]=1[OH:25])([CH3:8])[CH3:7])(=[O:3])[CH3:2].[C:26](OC(=O)C)(=[O:28])[CH3:27]>>[C:1]([O:4][CH2:5][C:6]([C:9]1[CH:14]=[C:13]([N:15]([C:26](=[O:28])[CH3:27])[C:16]2[S:17][CH:18]=[CH:19][N:20]=2)[CH:12]=[C:11]([C:21]([CH3:24])([CH3:23])[CH3:22])[C:10]=1[OH:25])([CH3:8])[CH3:7])(=[O:3])[CH3:2]. Procedure details: A mixture consisting of 0.50 g of Compound 13 (prepared in Example 13) and 6 ml of acetic anhydride was heated at 100° C. for 1 hour. The reaction mixture was then cooled to ambient temperature and concentrated. The resulting crude product was purified by silica gel column chromatography (diethyl ether-hexane=1:2) to give 0.50 g of the desired compound as a colorless solid. The structure and physical properties of this product compound are shown in Table 2. The reactants are [BH3-]C#N, CCOCCn1c(N2CCCNCC2)nc2ccccc21, COc1cc(C(=O)N2CCC(CC=O)(c3ccccn3)C2)cc(OC)c1OC, CO, ClCCl, [Na+], [Na+], [OH-]. Product: CCOCCn1c(N2CCCN(CCC3(c4ccccn4)CCN(C(=O)c4cc(OC)c(OC)c(OC)c4)C3)CC2)nc2ccccc21. Reaction SMILES: [C:50]([BH3-:51])#[N:52].[CH2:29]([CH3:30])[O:31][CH2:32][CH2:33][n:34]1[c:35]([N:43]2[CH2:44][CH2:45][NH:46][CH2:47][CH2:48][CH2:49]2)[n:36][c:37]2[c:38]1[cH:39][cH:40][cH:41][cH:42]2.[CH3:1][O:2][c:3]1[cH:4][c:5]([C:6](=[O:7])[N:8]2[CH2:9][C:10]([CH2:13][CH:14]=[O:15])([c:16]3[n:17][cH:18][cH:19][cH:20][cH:21]3)[CH2:11][CH2:12]2)[cH:22][c:23]([O:27][CH3:28])[c:24]1[O:25][CH3:26].[CH3:56][OH:57].[Cl:58][CH2:59][Cl:60].[Na+:53].[Na+:55].[OH-:54]>>[CH3:1][O:2][c:3]1[cH:4][c:5]([C:6](=[O:7])[N:8]2[CH2:9][C:10]([CH2:13][CH2:14][N:46]3[CH2:45][CH2:44][N:43]([c:35]4[n:34]([CH2:33][CH2:32][O:31][CH2:29][CH3:30])[c:38]5[c:37]([n:36]4)[cH:42][cH:41][cH:40][cH:39]5)[CH2:49][CH2:48][CH2:47]3)([c:16]3[n:17][cH:18][cH:19][cH:20][cH:21]3)[CH2:11][CH2:12]2)[cH:22][c:23]([O:27][CH3:28])[c:24]1[O:25][CH3:26]. Procedure: 10 Grams of 3-nitrobenzaldehyde and 11 g of 2-chloroethyl acetoacetate were dissolved in 100 ml of toluene, then under an ice-cooled condition, hydrogen chloride gas was introduced into the solution for 2 hours. The reaction mixture was allowed to stand at room temperature for 2 days, and was concentrated. The residue obtained was extracted with chloroform, then the chloroform layer was washed with a saturated sodium chloride aqueous solution and with a saturated sodium hydrogen carbonate aqueou... The solvent is C1(=CC=CC=C1)C (toluene). Conditions: time 2 day. Product: [N+](=O)([O-])C=1C=C(C=C(C(=O)OCCCl)C(=O)C)C=CC1 (2-chloroethyl 2-(3-nitrobenzyliden)acetoacetate). Starting materials: [N+](=O)([O-])C=1C=C(C=O)C=CC1 (3-nitrobenzaldehyde), C(CC(=O)C)(=O)OCCCl (2-chloroethyl acetoacetate), Cl (hydrogen chloride). As a reaction SMILES: [N+:1]([C:4]1[CH:5]=[C:6]([CH:9]=[CH:10][CH:11]=1)[CH:7]=O)([O-:3])=[O:2].[C:12]([O:18][CH2:19][CH2:20][Cl:21])(=[O:17])[CH2:13][C:14]([CH3:16])=[O:15].Cl>C1(C)C=CC=CC=1>[N+:1]([C:4]1[CH:5]=[C:6]([CH:9]=[CH:10][CH:11]=1)[CH:7]=[C:13]([C:14]([CH3:16])=[O:15])[C:12]([O:18][CH2:19][CH2:20][Cl:21])=[O:17])([O-:3])=[O:2]. The reactants are O=C([O-])C(O)C(O)C(=O)[O-], COC(=O)CCc1oc(-n2ccnc2C)nc1-c1ccc(C(F)(F)F)cc1, COCCO[Al+]OCCOC, Cc1ccccc1, [H-], [H-], [K+], [Na+], [Na+], O, O, O, O. Yields the product Cc1nccn1-c1nc(-c2ccc(C(F)(F)F)cc2)c(CCCO)o1. RXN SMILES: [C:46]([CH:47]([CH:48]([C:49]([O-:50])=[O:51])[OH:52])[OH:53])([O-:54])=[O:55].[CH3:1][c:2]1[n:3](-[c:7]2[o:8][c:9]([CH2:22][CH2:23][C:24](=[O:25])[O:26][CH3:27])[c:10](-[c:12]3[cH:13][cH:14][c:15]([C:18]([F:19])([F:20])[F:21])[cH:16][cH:17]3)[n:11]2)[cH:4][cH:5][n:6]1.[CH3:29][O:30][CH2:31][CH2:32][O:33][Al+:34][O:35][CH2:36][CH2:37][O:38][CH3:39].[CH3:58][c:59]1[cH:60][cH:61][cH:62][cH:63][cH:64]1.[H-:28].[H-:41].[K+:57].[Na+:40].[Na+:56].[OH2:42].[OH2:43].[OH2:44].[OH2:45]>>[CH3:1][c:2]1[n:3](-[c:7]2[o:8][c:9]([CH2:22][CH2:23][CH2:24][OH:25])[c:10](-[c:12]3[cH:13][cH:14][c:15]([C:18]([F:19])([F:20])[F:21])[cH:16][cH:17]3)[n:11]2)[cH:4][cH:5][n:6]1.